Dataset: the Open Reaction Database (ORD), a public repository of structured organic reaction records. Task: describe an organic reaction: reactants, conditions, products, and yield Procedure: From 2-amino-4-furan-2-yl-6-methanesulfinyl-pyrimidine-5-carbonitrile, (E)-cinnamyl alcohol and DBU in DME. ES-MS m/e (%): 319 (M+H+, 100). Starting materials: NC1=NC(=C(C(=N1)C=1OC=CC1)C#N)S(=O)C (2-amino-4-furan-2-yl-6-methanesulfinyl-pyrimidine-5-carbonitrile), C(\C=C\C1=CC=CC=C1)O ((E)-cinnamyl alcohol), C1CCC2=NCCCN2CC1 (DBU). Yields the product NC1=NC(=C(C(=N1)C=1OC=CC1)C#N)OCC=CC1=CC=CC=C1 (2-Amino-4-furan-2-yl-6-(3-phenyl-allyloxy)-pyrimidine-5-carbonitrile). RXN SMILES: [NH2:1][C:2]1[N:7]=[C:6]([C:8]2[O:9][CH:10]=[CH:11][CH:12]=2)[C:5]([C:13]#[N:14])=[C:4](S(C)=O)[N:3]=1.[CH2:18]([OH:27])/[CH:19]=[CH:20]/[C:21]1[CH:26]=[CH:25][CH:24]=[CH:23][CH:22]=1.C1CCN2C(=NCCC2)CC1>COCCOC>[NH2:1][C:2]1[N:7]=[C:6]([C:8]2[O:9][CH:10]=[CH:11][CH:12]=2)[C:5]([C:13]#[N:14])=[C:4]([O:27][CH2:18][CH:19]=[CH:20][C:21]2[CH:26]=[CH:25][CH:24]=[CH:23][CH:22]=2)[N:3]=1. The solvent is COCCOC (DME). The reactants are CC(C(=O)OC)CC1=C(C=CC=C1)C (Methyl (±)-2-methyl-3-(2-tolyl)-propionate), [OH-].[Na+] (NaOH). Run in CO (MeOH). Yields the product CC(C(=O)O)CC1=C(C=CC=C1)C ((±) -2-Methyl-3- (2-tolyl)-propionic acid). RXN SMILES: [CH3:1][CH:2]([CH2:7][C:8]1[CH:13]=[CH:12][CH:11]=[CH:10][C:9]=1[CH3:14])[C:3]([O:5]C)=[O:4].[OH-].[Na+]>CO>[CH3:1][CH:2]([CH2:7][C:8]1[CH:13]=[CH:12][CH:11]=[CH:10][C:9]=1[CH3:14])[C:3]([OH:5])=[O:4] |f:1.2|. Reported procedure: 38.45 g (200 mmol) of ester f2, 850 ml of 5% strength NaOH and 850 ml of MeOH were refluxed for 4.5 hours, the MeOH was distilled off, the product was acidified, and the ether extract was dried with MgSO4 and distilled (107°-109° C./high vacuum). Starting materials: B, CCc1ccc(OCC(=O)Nc2ccc(Oc3ccnc4cc(OC)c(OC)cc34)cc2)cc1, Cl, [Na+], C1CCOC1, C1CCOC1, [OH-]. The product is CCc1ccc(OCCNc2ccc(Oc3ccnc4cc(OC)c(OC)cc34)cc2)cc1. As a reaction SMILES: [BH3:40].[CH3:1][O:2][c:3]1[cH:4][c:5]2[c:6]([O:15][c:16]3[cH:17][cH:18][c:19]([NH:22][C:23]([CH2:24][O:25][c:26]4[cH:27][cH:28][c:29]([CH2:32][CH3:33])[cH:30][cH:31]4)=[O:34])[cH:20][cH:21]3)[cH:7][cH:8][n:9][c:10]2[cH:11][c:12]1[O:13][CH3:14].[ClH:41].[Na+:43].[O:35]1[CH2:36][CH2:37][CH2:38][CH2:39]1.[O:44]1[CH2:45][CH2:46][CH2:47][CH2:48]1.[OH-:42]>>[CH3:1][O:2][c:3]1[cH:4][c:5]2[c:6]([O:15][c:16]3[cH:17][cH:18][c:19]([NH:22][CH2:23][CH2:24][O:25][c:26]4[cH:27][cH:28][c:29]([CH2:32][CH3:33])[cH:30][cH:31]4)[cH:20][cH:21]3)[cH:7][cH:8][n:9][c:10]2[cH:11][c:12]1[O:13][CH3:14]. The reactants are COc1cccc(N=C=O)c1, Nc1ccc2nc(NC3CCc4ccccc43)ccc2c1. The product is COc1cccc(NC(=O)Nc2ccc3nc(NC4CCc5ccccc54)ccc3c2)c1. Reaction SMILES: [CH3:22][O:23][c:24]1[cH:25][c:26]([N:30]=[C:31]=[O:32])[cH:27][cH:28][cH:29]1.[CH:1]1([NH:10][c:11]2[n:12][c:13]3[cH:14][cH:15][c:16]([NH2:21])[cH:17][c:18]3[cH:19][cH:20]2)[CH2:2][CH2:3][c:4]2[cH:5][cH:6][cH:7][cH:8][c:9]21>>[CH:1]1([NH:10][c:11]2[n:12][c:13]3[cH:14][cH:15][c:16]([NH:21][C:31]([NH:30][c:26]4[cH:25][c:24]([O:23][CH3:22])[cH:29][cH:28][cH:27]4)=[O:32])[cH:17][c:18]3[cH:19][cH:20]2)[CH2:2][CH2:3][c:4]2[cH:5][cH:6][cH:7][cH:8][c:9]21. Starting materials: C(C)(C)(C)OC(=O)C1C(C2(C(N1)CC(C)(C)C)C(NC1=CC(=CC=C12)Cl)=O)C1=C(C(=CC=C1)Br)F (rac-(2′S,3′R,4′S,5′R)-4′-(3-bromo-2-fluoro-phenyl)-6-chloro-2′-(2,2-dimethyl-propyl)-2-oxo-1,2-dihydro-spiro[indole-3,3′-pyrrolidine]-5′-carboxylic acid tert-butyl ester), FC(C(=O)O)(F)F (trifluoroacetic acid). The solvent is ClCCl (dichloromethane). Conditions: time 20 hour. Product: FC(C(=O)O)(F)F.BrC=1C(=C(C=CC1)C1C2(C(NC1C(=O)O)CC(C)(C)C)C(NC1=CC(=CC=C12)Cl)=O)F (rac-(2′S,3′R,4′S,5′R)-4′-(3-bromo-2-fluoro-phenyl)-6-chloro-2′-(2,2-dimethyl-propyl)-2-oxo-1,2-dihydro-spiro[indole-3,3′-pyrrolidine]-5′-carboxylic acid trifluoroacetic acid). Isolated yield 99.2%. Reaction SMILES: C([O:5][C:6]([CH:8]1[NH:12][CH:11]([CH2:13][C:14]([CH3:17])([CH3:16])[CH3:15])[C:10]2([C:25]3[C:20](=[CH:21][C:22]([Cl:26])=[CH:23][CH:24]=3)[NH:19][C:18]2=[O:27])[CH:9]1[C:28]1[CH:33]=[CH:32][CH:31]=[C:30]([Br:34])[C:29]=1[F:35])=[O:7])(C)(C)C.[F:36][C:37]([F:42])([F:41])[C:38]([OH:40])=[O:39]>ClCCl>[F:36][C:37]([F:42])([F:41])[C:38]([OH:40])=[O:39].[Br:34][C:30]1[C:29]([F:35])=[C:28]([CH:9]2[CH:8]([C:6]([OH:7])=[O:5])[NH:12][CH:11]([CH2:13][C:14]([CH3:17])([CH3:16])[CH3:15])[C:10]32[C:25]2[C:20](=[CH:21][C:22]([Cl:26])=[CH:23][CH:24]=2)[NH:19][C:18]3=[O:27])[CH:33]=[CH:32][CH:31]=1 |f:3.4|. Procedure: A solution of rac-(2′S,3′R,4′S,5′R)-4′-(3-bromo-2-fluoro-phenyl)-6-chloro-2′-(2,2-dimethyl-propyl)-2-oxo-1,2-dihydro-spiro[indole-3,3′-pyrrolidine]-5′-carboxylic acid tert-butyl ester (1.2 g, 2.1 mmol) in dichloromethane (15 mL) was added trifluoroacetic acid (5 g). The reaction mixture was stirred at room temperature for 20 h, then concentrated. The residue was then triturated with ethyl ether hexanes, concentrated, dried in vacuo to give rac-(2′S,3′R,4′S,5′R)-4′-(3-bromo-2-fluoro-phenyl)-6-chl... Starting materials: C([O-])([O-])=O.[K+].[K+] (potassium carbonate), [I-].[K+] (potassium iodide), C(C)OC(COC1=C(C(=C(C=C1)C(C)=O)O)CCC)=O ((4-acetyl-3-hydroxy-2-propylphenoxy)acetic acid ethyl ester), ClCCOCCCl (bis(2-chloroethyl)ether), C([O-])([O-])=O.[K+].[K+] (potassium carbonate), C([O-])([O-])=O.[K+].[K+] (potassium carbonate), [I-].[K+] (potassium iodide). Run in CC(=O)C (acetone), CN(C=O)C (dimethylformamide). Reaction conditions: time 24 hour. Product: C(C)OC(COC1=C(C(=C(C=C1)C(C)=O)OCCOCCCl)CCC)=O ([4-acetyl-3-[2-(2-chloroethoxy)ethoxy]-2-propylphenoxy]acetic acid ethyl ester). The yield is 72.0%. As a reaction SMILES: [CH2:1]([O:3][C:4](=[O:20])[CH2:5][O:6][C:7]1[CH:12]=[CH:11][C:10]([C:13](=[O:15])[CH3:14])=[C:9]([OH:16])[C:8]=1[CH2:17][CH2:18][CH3:19])[CH3:2].[Cl:21][CH2:22][CH2:23][O:24][CH2:25][CH2:26]Cl.C(=O)([O-])[O-].[K+].[K+].[I-].[K+]>CC(C)=O.CN(C)C=O>[CH2:1]([O:3][C:4](=[O:20])[CH2:5][O:6][C:7]1[CH:12]=[CH:11][C:10]([C:13](=[O:15])[CH3:14])=[C:9]([O:16][CH2:26][CH2:25][O:24][CH2:23][CH2:22][Cl:21])[C:8]=1[CH2:17][CH2:18][CH3:19])[CH3:2] |f:2.3.4,5.6|. Procedure: A mixture of 6.0 g of (4-acetyl-3-hydroxy-2-propylphenoxy)acetic acid ethyl ester, 25 ml of bis(2-chloroethyl)ether and 2.2 g of anhydrous potassium carbonate in 150 ml of anhydrous acetone was stirred at reflux. After 24 hours, 2 g of potassium iodide and 50 ml of anhydrous dimethylformamide were added and reflux was continued. After 50 hours, 2.2 g of potassium carbonate and 2 g of potassium iodide were added and after 77 hours, 2.0 g of potassium carbonate was added. After a total reflux time...